The task is: describe an organic reaction: reactants, conditions, products, and yield. This data is from the Open Reaction Database (ORD), a public repository of structured organic reaction records. Reactants: [H-].[Na+] (Sodium hydride), C(#N)C=1C=CC(=NC1)NCCCOC=1C=C2CC[C@H](C2=CC1)CC(=O)OCC (ethyl ((1S)-5-{3-[(5-cyano-2-pyridinyl)amino]propoxy}-2,3-dihydro-1H-inden-1-yl)acetate), C(CC)I (Propyl iodide). Run in CN(C)C=O (DMF). Reaction conditions: time 30 minute. Product: C(#N)C=1C=CC(=NC1)N(CCCOC=1C=C2CC[C@H](C2=CC1)CC(=O)OCC)CCC (ethyl ((1S)-5-{3-[(5-cyano-2-pyridinyl)(propyl)amino]propoxy}-2,3-dihydro-1H-inden-1-yl)acetate). Yield: 94.6%. RXN SMILES: [H-].[Na+].[C:3]([C:5]1[CH:6]=[CH:7][C:8]([NH:11][CH2:12][CH2:13][CH2:14][O:15][C:16]2[CH:17]=[C:18]3[C:22](=[CH:23][CH:24]=2)[C@H:21]([CH2:25][C:26]([O:28][CH2:29][CH3:30])=[O:27])[CH2:20][CH2:19]3)=[N:9][CH:10]=1)#[N:4].[CH2:31](I)[CH2:32][CH3:33]>CN(C=O)C>[C:3]([C:5]1[CH:6]=[CH:7][C:8]([N:11]([CH2:31][CH2:32][CH3:33])[CH2:12][CH2:13][CH2:14][O:15][C:16]2[CH:17]=[C:18]3[C:22](=[CH:23][CH:24]=2)[C@H:21]([CH2:25][C:26]([O:28][CH2:29][CH3:30])=[O:27])[CH2:20][CH2:19]3)=[N:9][CH:10]=1)#[N:4] |f:0.1|. Procedure: Sodium hydride (0.08 g, 3.16 mmol) was added to a solution of ethyl ((1S)-5-{3-[(5-cyano-2-pyridinyl)amino]propoxy}-2,3-dihydro-1H-inden-1-yl)acetate (Example 264) (0.6 g, 1.58 mmol) in DMF (15 mL). The heterogeneous mixture was stirred at rt for 30 min. Propyl iodide (0.62 mL, 6.32 mmol) was added, and the mixture was stirred at rt for 18 h. The excess NaH was quenched by the addition of water (5 mL) and the aqueous phase extracted with Et2O. The combined Et2O extracts were washed with water an... The reactants are CCn1nc(C#N)c(Br)c1CC(C)(C)NC(=O)OC(C)(C)C, CCO, Cl. The product is CCn1nc(C#N)c(Br)c1CC(C)(C)N. As a reaction SMILES: [Br:2][c:3]1[c:4]([C:22]#[N:23])[n:5][n:6]([CH2:20][CH3:21])[c:7]1[CH2:8][C:9]([CH3:10])([CH3:11])[NH:12][C:13](=[O:14])[O:15][C:16]([CH3:17])([CH3:18])[CH3:19].[CH3:24][CH2:25][OH:26].[ClH:1]>>[Br:2][c:3]1[c:4]([C:22]#[N:23])[n:5][n:6]([CH2:20][CH3:21])[c:7]1[CH2:8][C:9]([CH3:10])([CH3:11])[NH2:12].